Dataset: the Open Reaction Database (ORD), a public repository of structured organic reaction records. Task: describe an organic reaction: reactants, conditions, products, and yield RXN SMILES: [CH3:1][C:2]1[CH:12]=[N:11][C:10]2[N:9]([CH2:13][CH3:14])[C:8]3[N:15]=[CH:16][C:17]([C:19]#[C:20][C:21]4[CH:26]=[CH:25][CH:24]=[CH:23][CH:22]=4)=[CH:18][C:7]=3[C:6](=[O:27])[N:5]([CH3:28])[C:4]=2[C:3]=1[CH3:29]>[Pt]=O>[CH3:1][C:2]1[CH:12]=[N:11][C:10]2[N:9]([CH2:13][CH3:14])[C:8]3[N:15]=[CH:16][C:17]([CH2:19][CH2:20][C:21]4[CH:26]=[CH:25][CH:24]=[CH:23][CH:22]=4)=[CH:18][C:7]=3[C:6](=[O:27])[N:5]([CH3:28])[C:4]=2[C:3]=1[CH3:29]. Reagents/catalysts: [Pt]=O (platinum oxide). The reactants are CC1=C(C=2N(C(C3=C(N(C2N=C1)CC)N=CC(=C3)C#CC3=CC=CC=C3)=O)C)C (5,11-dihydro-3,4-dimethyl-11-ethyl-5-methyl-8-(phenylethynyl)-6H-dipyrido[3,2-b:2',3'-e][1,4]diazepin-6-one). Yields the product CC1=C(C=2N(C(C3=C(N(C2N=C1)CC)N=CC(=C3)CCC3=CC=CC=C3)=O)C)C (5,11-Dihydro-3,4-dimethyl-11-ethyl-5-methyl-8-(2-phenylethyl)-6H-dipyrido[3,2-b:2',3'-e][1,4]diazepin-6-one). Reported procedure: The title compound was prepared by hydrogenation of 5,11-dihydro-3,4-dimethyl-11-ethyl-5-methyl-8-(phenylethynyl)-6H-dipyrido[3,2-b:2',3'-e][1,4]diazepin-6-one over platinum oxide, as described in Example 42b. The product crystallized from ether/petroleum ether, m.p. 187°-188° C.